From a dataset of the Open Reaction Database (ORD), a public repository of structured organic reaction records. describe an organic reaction: reactants, conditions, products, and yield Reactants: CO, CCN(C(C)C)C(C)C, O=C(F)c1ccc(F)c(F)c1Nc1ccc(I)cc1F, CC(C)(C)OC(=O)N1CCCCC1C1(O)CN(C(=O)OCc2ccccc2)C1. Yields the product CC(C)(C)OC(=O)N1CCCCC1C1(O)CN(C(=O)c2ccc(F)c(F)c2Nc2ccc(I)cc2F)C1. RXN SMILES: [CH3:58][OH:59].[CH:29]([N:30]([CH2:31][CH3:32])[CH:33]([CH3:34])[CH3:35])([CH3:36])[CH3:37].[F:38][c:39]1[c:40]([NH:49][c:50]2[c:51]([F:57])[cH:52][c:53]([I:56])[cH:54][cH:55]2)[c:41]([C:42]([F:43])=[O:44])[cH:45][cH:46][c:47]1[F:48].[OH:1][C:2]1([CH:16]2[N:17]([C:22](=[O:23])[O:24][C:25]([CH3:26])([CH3:27])[CH3:28])[CH2:18][CH2:19][CH2:20][CH2:21]2)[CH2:3][N:4]([C:6]([O:8][CH2:7][c:9]2[cH:10][cH:11][cH:12][cH:13][cH:14]2)=[O:15])[CH2:5]1>>[OH:1][C:2]1([CH:16]2[N:17]([C:22](=[O:23])[O:24][C:25]([CH3:26])([CH3:27])[CH3:28])[CH2:18][CH2:19][CH2:20][CH2:21]2)[CH2:3][N:4]([C:6](=[O:8])[c:41]2[c:40]([NH:49][c:50]3[c:51]([F:57])[cH:52][c:53]([I:56])[cH:54][cH:55]3)[c:39]([F:38])[c:47]([F:48])[cH:46][cH:45]2)[CH2:5]1. Reactants: C[Al](C)C, Cc1cc(C)c(N2CCCC2)c(C)c1N, ClCCCl, Cl, COC(=O)c1sccc1N. Yields the product Cc1cc(C)c(N2CCCC2)c(C)c1NC(=O)c1sccc1N. As a reaction SMILES: [CH3:16][Al:17]([CH3:18])[CH3:19].[CH3:1][c:2]1[c:3]([NH2:4])[c:5]([CH3:15])[cH:6][c:7]([CH3:14])[c:8]1[N:9]1[CH2:10][CH2:11][CH2:12][CH2:13]1.[Cl:31][CH2:32][CH2:33][Cl:34].[ClH:30].[NH2:20][c:21]1[c:22]([C:26](=[O:27])[O:28][CH3:29])[s:23][cH:24][cH:25]1>>[CH3:1][c:2]1[c:3]([NH:4][C:26]([c:22]2[c:21]([NH2:20])[cH:25][cH:24][s:23]2)=[O:27])[c:5]([CH3:15])[cH:6][c:7]([CH3:14])[c:8]1[N:9]1[CH2:10][CH2:11][CH2:12][CH2:13]1.